Dataset: the Open Reaction Database (ORD), a public repository of structured organic reaction records. Task: describe an organic reaction: reactants, conditions, products, and yield Starting materials: O (water), C(=O)(OC(C)(C)C)N1[C@H](C(=O)O)C[C@@H](C1)F (N-Boc-cis-4-fluoro-L-proline), C([O-])([O-])=O.[K+].[K+] (potassium carbonate). Solvent: O1CCCC1 (tetrahydrofuran). Conditions: time 3 hour. The product is F[C@H]1C[C@H](N(C1)C(=O)OC(C)(C)C)CO ((2S,4S)-tert-butyl 4-Fluoro-2-(hydroxymethyl)pyrrolidine-1-carboxylate). Reaction SMILES: [C:1]([N:8]1[CH2:15][C@@H:14]([F:16])[CH2:13][C@H:9]1[C:10](O)=[O:11])([O:3][C:4]([CH3:7])([CH3:6])[CH3:5])=[O:2].O.C(=O)([O-])[O-].[K+].[K+]>O1CCCC1>[F:16][C@@H:14]1[CH2:15][N:8]([C:1]([O:3][C:4]([CH3:5])([CH3:6])[CH3:7])=[O:2])[C@H:9]([CH2:10][OH:11])[CH2:13]1 |f:2.3.4|. Reported procedure: N-Boc-cis-4-fluoro-L-proline (2 g, 8.575 mmol) was dissolved in tetrahydrofuran (20 ml), the solution was cooled and boron hydride-tetrahydrofuran complex (1 mol/l, 12.86 ml) was added slowly at 0° C. The reaction mixture warmed slowly to room temperature, after stirring for 3 h it was cooled again to 0° C., water (5 ml) was slowly added dropwise, potassium carbonate (2 g, 14.477 mmol) was added and the mixture was stirred for 30 min. After separation of the phases, the aqueous phase was extract...